From a dataset of the Open Reaction Database (ORD), a public repository of structured organic reaction records. describe an organic reaction: reactants, conditions, products, and yield Reactants: O=C([O-])[O-], [Cs+], [Cs+], COC(=O)c1cc(S(C)(=O)=O)c(F)cc1C, O=S1(=O)CC(c2ccc(F)cc2)CN1, CN(C)C=O, O. Product: COC(=O)c1cc(S(C)(=O)=O)c(N2CC(c3ccc(F)cc3)CS2(=O)=O)cc1C. RXN SMILES: [C:31](=[O:32])([O-:33])[O-:34].[Cs+:35].[Cs+:36].[F:15][c:16]1[cH:17][c:18]([CH3:30])[c:19]([C:20](=[O:21])[O:22][CH3:23])[cH:24][c:25]1[S:26](=[O:27])(=[O:28])[CH3:29].[F:1][c:2]1[cH:3][cH:4][c:5]([CH:8]2[CH2:9][NH:10][S:11](=[O:13])(=[O:14])[CH2:12]2)[cH:6][cH:7]1.[O:38]=[CH:39][N:40]([CH3:41])[CH3:42].[OH2:37]>>[F:1][c:2]1[cH:3][cH:4][c:5]([CH:8]2[CH2:9][N:10]([c:16]3[cH:17][c:18]([CH3:30])[c:19]([C:20](=[O:21])[O:22][CH3:23])[cH:24][c:25]3[S:26](=[O:27])(=[O:28])[CH3:29])[S:11](=[O:13])(=[O:14])[CH2:12]2)[cH:6][cH:7]1. The reactants are CC(C)(C)C1CCC2(CC1)OCC(CN1C(=O)c3ccccc3C1=O)O2, CCO, NN, O. Product: CC(C)(C)C1CCC2(CC1)OCC(CN)O2. RXN SMILES: [C:1]([CH3:2])([CH3:3])([CH3:4])[CH:5]1[CH2:6][CH2:7][C:8]2([O:9][CH2:10][CH:11]([CH2:13][N:14]3[C:15](=[O:16])[c:17]4[cH:18][cH:19][cH:20][cH:21][c:22]4[C:23]3=[O:24])[O:12]2)[CH2:25][CH2:26]1.[CH3:30][CH2:31][OH:32].[NH2:28][NH2:29].[OH2:27]>>[C:1]([CH3:2])([CH3:3])([CH3:4])[CH:5]1[CH2:6][CH2:7][C:8]2([O:9][CH2:10][CH:11]([CH2:13][NH2:14])[O:12]2)[CH2:25][CH2:26]1. Starting materials: C(C)(=O)C1=C(C=CC(=C1)O)CCC(=O)OCC (ethyl 3-(2-acetyl-4-hydroxyphenyl)propanoate), CC(=O)O (AcOH), ethyl acetate petroleum ether, C(CS)S (ethane-1,2-dithiol), B(F)(F)F.CCOCC (BF3 Et2O). The solvent is ClCCl (dichloromethane). Run at temperature 25 celsius, time 2 hour. The product is OC1=CC(=C(C=C1)CCC(=O)OCC)C1(SCCS1)C (Ethyl 3-[4-hydroxy-2-(2-methyl-1,3-dithiolan-2-yl)phenyl]propanoate). RXN SMILES: [C:1]([C:4]1[CH:9]=[C:8]([OH:10])[CH:7]=[CH:6][C:5]=1[CH2:11][CH2:12][C:13]([O:15][CH2:16][CH3:17])=[O:14])(=O)[CH3:2].[CH2:18]([SH:21])[CH2:19][SH:20].B(F)(F)F.CCOCC.CC(O)=O>ClCCl>[OH:10][C:8]1[CH:7]=[CH:6][C:5]([CH2:11][CH2:12][C:13]([O:15][CH2:16][CH3:17])=[O:14])=[C:4]([C:1]2([CH3:2])[S:21][CH2:18][CH2:19][S:20]2)[CH:9]=1 |f:2.3|. Procedure: Into a 100-mL round-bottom flask, was placed ethyl 3-(2-acetyl-4-hydroxyphenyl)propanoate (200 mg, 0.85 mmol, 1.00 equiv), dichloromethane (10 mL), ethane-1,2-dithiol (398 mg, 4.23 mmol, 5.00 equiv), BF3/Et2O (597 mg, 4.23 mmol, 5.00 equiv), AcOH (542 mg, 9.03 mmol, 8.00 equiv). The resulting solution was stirred for 2 h at 25° C. The reaction progress was monitored by TLC (ethyl acetate/petroleum ether=1:2). The resulting mixture was concentrated under reduced pressure. The residue was applied ... As a reaction SMILES: C(OCC)(=O)CC(C)=O.C(CC(N)=O)#N.[C:16]([C:18]1[C:19](=[O:27])[NH:20][C:21]([OH:26])=[C:22](C)[C:23]=1[CH3:24])#[N:17].CCC(=O)CC(OCC)=O>>[C:16]([C:18]1[C:19](=[O:27])[NH:20][C:21]([OH:26])=[CH:22][C:23]=1[CH3:24])#[N:17]. The product is C(#N)C=1C(NC(=CC1C)O)=O (3-Cyano-6-hydroxy-4-methylpyrid-2-one). Procedure: 3-Cyano-6-hydroxy-4-methylpyrid-2-one was prepared from ethyl acetoacetate and cyanoacetamide following the procedure of Bobbitt and Scola (J. Org. Chem. 25, 560, 1960). 3-Cyano-4,5-dimethyl-6-hydroxypyrid-2-one was similarly prepared from ethyl methylacetoacetate and cyanoacetamide. The reactants are C(CC(=O)C)(=O)OCC (ethyl acetoacetate), C(#N)CC(=O)N (cyanoacetamide), C(#N)C=1C(NC(=C(C1C)C)O)=O (3-Cyano-4,5-dimethyl-6-hydroxypyrid-2-one), CCC(CC(=O)OCC)=O (ethyl methylacetoacetate), C(#N)CC(=O)N (cyanoacetamide). The reactants are CC(Br)Br, CON(C)C(=O)C1CC1C#N, C1CCOC1, CCOCC, [Cl-], FC(F)(F)c1ccc(I)cc1, [Mg], [NH4+]. Product: N#CC1CC1C(=O)c1ccc(C(F)(F)F)cc1. As a reaction SMILES: [Br:1][CH:2]([Br:3])[CH3:4].[C:17](#[N:18])[CH:19]1[CH:20]([C:22](=[O:23])[N:24]([O:25][CH3:26])[CH3:27])[CH2:21]1.[CH2:35]1[O:36][CH2:37][CH2:38][CH2:39]1.[CH3:30][CH2:31][O:32][CH2:33][CH3:34].[Cl-:28].[I:5][c:6]1[cH:7][cH:8][c:9]([C:12]([F:13])([F:14])[F:15])[cH:10][cH:11]1.[Mg:16].[NH4+:29]>>[c:6]1([C:22]([CH:20]2[CH:19]([C:17]#[N:18])[CH2:21]2)=[O:23])[cH:7][cH:8][c:9]([C:12]([F:13])([F:14])[F:15])[cH:10][cH:11]1. The reactants are C1(CCCCC1)C=1C=2C=CC(=CC2N2CC(COC3=C(C21)C=CC=C3)=O)C(=O)OC (methyl 14-cyclohexyl-7-oxo-7,8-dihydro-6H-indolo[1,2-e][1,5]benzoxazocine-11-carboxylate), N1(CCCC1)CCN ((2-pyrrolidin-1-ylethyl)amine), CC(=O)O (HOAc), solid, C(C)(=O)O[BH-](OC(C)=O)OC(C)=O.[Na+] (sodium triacetoxyborohydride), C(=O)(O)[O-].[Na+] (NaHCO3). Solvent: ClCCCl (1,2-dichloroethane), C(Cl)Cl (CH2Cl2). The product is C1(CCCCC1)C=1C=2C=CC(=CC2N2CC(COC3=C(C21)C=CC=C3)NCCN3CCCC3)C(=O)OC (methyl 14-cyclohexyl-7-[(2-pyrrolidin-1-ylethyl)amino]-7,8-dihydro-6H-indolo[1,2-e][1,5]benzoxazocine-11-carboxylate). As a reaction SMILES: [CH:1]1([C:7]2[C:8]3[CH:9]=[CH:10][C:11]([C:27]([O:29][CH3:30])=[O:28])=[CH:12][C:13]=3[N:14]3[C:21]=2[C:20]2[CH:22]=[CH:23][CH:24]=[CH:25][C:19]=2[O:18][CH2:17][C:16](=O)[CH2:15]3)[CH2:6][CH2:5][CH2:4][CH2:3][CH2:2]1.[N:31]1([CH2:36][CH2:37][NH2:38])[CH2:35][CH2:34][CH2:33][CH2:32]1.CC(O)=O.C(O[BH-](OC(=O)C)OC(=O)C)(=O)C.[Na+].C([O-])(O)=O.[Na+]>ClCCCl.C(Cl)Cl>[CH:1]1([C:7]2[C:8]3[CH:9]=[CH:10][C:11]([C:27]([O:29][CH3:30])=[O:28])=[CH:12][C:13]=3[N:14]3[C:21]=2[C:20]2[CH:22]=[CH:23][CH:24]=[CH:25][C:19]=2[O:18][CH2:17][CH:16]([NH:38][CH2:37][CH2:36][N:31]2[CH2:35][CH2:34][CH2:33][CH2:32]2)[CH2:15]3)[CH2:6][CH2:5][CH2:4][CH2:3][CH2:2]1 |f:3.4,5.6|. Procedure: To a solution of methyl 14-cyclohexyl-7-oxo-7,8-dihydro-6H-indolo[1,2-e][1,5]benzoxazocine-11-carboxylate (prepared as described in Example 9, Step 4) in 1,2-dichloroethane (0.11 M), was added 1.3 eq of (2-pyrrolidin-1-ylethyl)amine and 1.5 eq of HOAc, followed by 1.5 eq. of solid sodium triacetoxyborohydride. Sat. aq. NaHCO3 and CH2Cl2 were added after 2 h. The organic phase was separated, washed with brine, dried over Na2SO4, filtered and concentrated in vacuo giving the crude product, which w... The reactants are OC=1C=CC=C2C=CC=[N+](C12)[O-] (8-hydroxyquinoline N-oxide), C(C)(=O)OC(C)=O (acetic anhydride), C(C)(=O)O (acetic acid), C(C)(=O)O (acetic acid). Run in C1(=CC=CC=C1)C (toluene). Reaction conditions: temperature 135 celsius, time 1 hour. Yields the product C(C)(=O)OC1=NC2=C(C=CC=C2C=C1)O (2-acetoxy-8-hydroxyquinoline). Yield: 88.0%. RXN SMILES: [OH:1][C:2]1[CH:3]=[CH:4][CH:5]=[C:6]2[C:11]=1[N+:10]([O-])=[CH:9][CH:8]=[CH:7]2.[C:13]([O:16]C(=O)C)(=[O:15])[CH3:14].C(O)(=O)C>C1(C)C=CC=CC=1>[C:13]([O:16][C:9]1[CH:8]=[CH:7][C:6]2[C:11](=[C:2]([OH:1])[CH:3]=[CH:4][CH:5]=2)[N:10]=1)(=[O:15])[CH3:14]. Reported procedure: 64 g (397 mmol) of 8-hydroxyquinoline N-oxide, 550 ml of acetic anhydride and 40 ml of acetic acid are placed in a 1 l round-bottomed flask. The reaction mixture is heated at reflux (135° C.) for 24 h, 40 ml of acetic acid are then again added and heating is continued for 1 h 30. The reaction mixture is allowed to return to ambient temperature and 400 ml of toluene are added. A precipitate appears and is filtered off. A further 400 ml of toluene are added and filtration is carried out. The preci... Reactants: FC=1C=C(C=CC1F)[N+](=O)[O-] (3,4-difluoronitrobenzene), CN(C1=NC=CC=C1)CCO (2-[N-methyl-N-(2-pyridyl)amino]ethanol). Product: FC=1C=C(C=CC1OCCN(C1=NC=CC=C1)C)[N+](=O)[O-] (3-fluoro-4-[2-[N-methyl-N-(2-pyridyl)amino]ethoxy]nitrobenzene). Reaction SMILES: [F:1][C:2]1[CH:3]=[C:4]([N+:9]([O-:11])=[O:10])[CH:5]=[CH:6][C:7]=1F.[CH3:12][N:13]([CH2:20][CH2:21][OH:22])[C:14]1[CH:19]=[CH:18][CH:17]=[CH:16][N:15]=1>>[F:1][C:2]1[CH:3]=[C:4]([N+:9]([O-:11])=[O:10])[CH:5]=[CH:6][C:7]=1[O:22][CH2:21][CH2:20][N:13]([CH3:12])[C:14]1[CH:19]=[CH:18][CH:17]=[CH:16][N:15]=1. Procedure: In substantially the same manner as in Reference Example 54, 3,4-difluoronitrobenzene was reacted with 2-[N-methyl-N-(2-pyridyl)amino]ethanol to yield 3-fluoro-4-[2-[N-methyl-N-(2-pyridyl)amino]ethoxy]nitrobenzene. The product was recrystallized from ethyl acetate-hexane to give yellow prisms, m.p.95-96° C. Reactants: O=C([O-])[O-], Cl, [Cs+], [Cs+], N#Cc1cc(C(F)(F)F)ccc1F, Nc1ccccc1[N+](=O)[O-], CN(C)C=O. Yields the product N#Cc1cc(C(F)(F)F)ccc1Nc1ccccc1[N+](=O)[O-]. As a reaction SMILES: [C:1](=[O:2])([O-:3])[O-:4].[ClH:30].[Cs+:5].[Cs+:6].[F:17][c:18]1[c:19]([C:20]#[N:21])[cH:22][c:23]([C:26]([F:27])([F:28])[F:29])[cH:24][cH:25]1.[N+:7](=[O:8])([O-:9])[c:10]1[c:11]([NH2:12])[cH:13][cH:14][cH:15][cH:16]1.[O:31]=[CH:32][N:33]([CH3:34])[CH3:35]>>[N+:7](=[O:8])([O-:9])[c:10]1[c:11]([NH:12][c:18]2[c:19]([C:20]#[N:21])[cH:22][c:23]([C:26]([F:27])([F:28])[F:29])[cH:24][cH:25]2)[cH:13][cH:14][cH:15][cH:16]1. Reactants: CC(C(=O)NC(C(=O)N1CCC2NCC(Oc3ccc(F)c(F)c3)C21)C(C)(C)C)N(C)C(=O)OCc1ccccc1, CC(=O)OC(C)=O, CN(C)c1ccncc1, CCN(C(C)C)C(C)C, ClCCl. Product: CC(=O)N1CC(Oc2ccc(F)c(F)c2)C2C1CCN2C(=O)C(NC(=O)C(C)N(C)C(=O)OCc1ccccc1)C(C)(C)C. Reaction SMILES: [CH2:1]([c:2]1[cH:3][cH:4][cH:5][cH:6][cH:7]1)[O:8][C:9]([N:10]([CH3:11])[CH:12]([CH3:13])[C:14]([NH:15][CH:16]([C:17]([CH3:18])([CH3:19])[CH3:20])[C:21](=[O:22])[N:23]1[CH:24]2[CH:25]([CH2:26][CH2:27]1)[NH:28][CH2:29][CH:30]2[O:31][c:32]1[cH:33][c:34]([F:39])[c:35]([F:38])[cH:36][cH:37]1)=[O:40])=[O:41].[CH3:51][C:52](=[O:53])[O:54][C:55]([CH3:56])=[O:57].[CH3:58][N:59]([c:60]1[cH:61][cH:62][n:63][cH:64][cH:65]1)[CH3:66].[CH:42]([N:43]([CH2:44][CH3:45])[CH:46]([CH3:47])[CH3:48])([CH3:49])[CH3:50].[Cl:67][CH2:68][Cl:69]>>[CH2:1]([c:2]1[cH:3][cH:4][cH:5][cH:6][cH:7]1)[O:8][C:9]([N:10]([CH3:11])[CH:12]([CH3:13])[C:14]([NH:15][CH:16]([C:17]([CH3:18])([CH3:19])[CH3:20])[C:21](=[O:22])[N:23]1[CH:24]2[CH:25]([CH2:26][CH2:27]1)[N:28]([C:52]([CH3:51])=[O:53])[CH2:29][CH:30]2[O:31][c:32]1[cH:33][c:34]([F:39])[c:35]([F:38])[cH:36][cH:37]1)=[O:40])=[O:41].